This data is from the Open Reaction Database (ORD), a public repository of structured organic reaction records. The task is: describe an organic reaction: reactants, conditions, products, and yield The product is ClC1=CC=C(C=N1)C1=NC2=CC=CC=C2C(N1C1=CC=C(C=C1)C1CCCC1)=O (2-(6-chloropyridin-3-yl)-3-(4-cyclopentylphenyl)quinazolin-4(3H)-one). Reactants: ClC1=CC=C(C=N1)C=O (6-chloro-3-pyridinecarboxaldehyde), CuCl2, NC1=C(C(=O)NC2=CC=C(C=C2)C2CCCC2)C=CC=C1 (2-amino-N-(4-cyclopentylphenyl)benzamide). Procedure: 6-chloro-3-pyridinecarboxaldehyde (0.177 g, 1.20 mmol) and CuCl2 (0.335 g, 2.40 mmol) were added to a solution of 2-amino-N-(4-cyclopentylphenyl)benzamide (0.350 g, 1.20 mmol) in EtOH (30 mL), and refluxed for 5 hours. The reaction mixture was concentrated in vacuo and the residue was dissolved in EtOAc. The organics were washed with H2O, then brine, dried (Na2SO4), filtered, and concentrated in vacuo. Purification by flash chromatography on silica gel, eluting with 15% to 60% EtOAc in heptane, ... Reaction SMILES: [Cl:1][C:2]1[N:7]=[CH:6][C:5]([CH:8]=O)=[CH:4][CH:3]=1.[NH2:10][C:11]1[CH:30]=[CH:29][CH:28]=[CH:27][C:12]=1[C:13]([NH:15][C:16]1[CH:21]=[CH:20][C:19]([CH:22]2[CH2:26][CH2:25][CH2:24][CH2:23]2)=[CH:18][CH:17]=1)=[O:14]>CCO>[Cl:1][C:2]1[N:7]=[CH:6][C:5]([C:8]2[N:15]([C:16]3[CH:21]=[CH:20][C:19]([CH:22]4[CH2:26][CH2:25][CH2:24][CH2:23]4)=[CH:18][CH:17]=3)[C:13](=[O:14])[C:12]3[C:11](=[CH:30][CH:29]=[CH:28][CH:27]=3)[N:10]=2)=[CH:4][CH:3]=1. Isolated yield 53.9%. The solvent is CCO (EtOH). Starting materials: OC1=C(C(=O)OC)C=CC(=C1)OC (methyl 2-hydroxy-4-methoxy-benzoate), C(C=C)Br (allyl bromide), C([O-])([O-])=O.[K+].[K+] (potassium carbonate). Run in CC(CC)=O (2-butanone). Product: C(C=C)OC1=C(C(=O)O)C=CC(=C1)OC (2-Allyloxy-4-methoxy-benzoic acid). As a reaction SMILES: [OH:1][C:2]1[CH:11]=[C:10]([O:12][CH3:13])[CH:9]=[CH:8][C:3]=1[C:4]([O:6]C)=[O:5].[CH2:14](Br)[CH:15]=[CH2:16].C(=O)([O-])[O-].[K+].[K+]>CC(=O)CC>[CH2:16]([O:1][C:2]1[CH:11]=[C:10]([O:12][CH3:13])[CH:9]=[CH:8][C:3]=1[C:4]([OH:6])=[O:5])[CH:15]=[CH2:14] |f:2.3.4|. Procedure: The reaction of methyl 2-hydroxy-4-methoxy-benzoate and allyl bromide in 2-butanone in the presence of potassium carbonate was performed as described in Example 2 to give 2-Allyloxy-4-methoxy-benzoic acid as white powder. 1H-NMR (400 MHz, d6-DMSO): 12.18 (s, —CO2H); 7.70 (m, 1 arom. H); 6.58 (m, 2 arom. H); 6.01 (m, —CH═CH2); 5.51, 5.24 (2 d-like, CH═CH2); 4.62 (d-like, CH2—CH═CH2); 3.81 (s, OCH3). 13C-NMR (100 MHz, d6-DMSO): 166.45 (C═O); 163.45; 159.40; 133.25; 133.22; 116.91; 112.98; 105.37; ... Starting materials: C(#N)C=1C=CC(C(CC2=CN=CC=[N+]2[O-])(C1)C=C(C)C)O (6-[5-cyano-2-hydroxy-1-(2-methylpropenyl)benzyl]pyrazine 1-oxide). Run in C(C)OCC (diethyl ether). Yields the product C(#N)C=1C=CC2=C(C(CC(O2)(C)C)C2=[N+](C=CN=C2)[O-])C1 (2-(6-cyano-3,4-dihydro-2,2-dimethyl-2H-1-benzopyran-4-yl)pyrazine 1-oxide). Yield: 11.5%. As a reaction SMILES: [C:1]([C:3]1[CH:4]=[CH:5][CH:6]([OH:21])[C:7](C=C(C)C)([CH:16]=1)[CH2:8][C:9]1[N+:14]([O-:15])=[CH:13][CH:12]=[N:11][CH:10]=1)#[N:2]>C(OCC)C>[C:1]([C:3]1[CH:4]=[CH:5][C:6]2[O:21][C:3]([CH3:4])([CH3:16])[CH2:1][CH:8]([C:9]3[CH:10]=[N:11][CH:12]=[CH:13][N+:14]=3[O-:15])[C:7]=2[CH:16]=1)#[N:2]. Reported procedure: In an analogous manner to that described in the first paragraph of Example 8, from 0.35 g of 6-[5-cyano-2-hydroxy-1-(2-methylpropenyl)benzyl]pyrazine 1-oxide there was obtained 0.02 g of 2-(6-cyano-3,4-dihydro-2,2-dimethyl-2H-1-benzopyran-4-yl)pyrazine 1-oxide in the form of a white solid of melting point 166°-168° C. (from diethyl ether).